This data is from the Open Reaction Database (ORD), a public repository of structured organic reaction records. The task is: describe an organic reaction: reactants, conditions, products, and yield The reactants are CCO, Cc1c([N+](=O)[O-])ccc(N)c1[N+](=O)[O-], O. Yields the product Cc1c([N+](=O)[O-])ccc(N)c1N. As a reaction SMILES: [CH3:15][CH2:16][OH:17].[CH3:1][c:2]1[c:3]([N+:12]([O-:13])=[O:14])[c:4]([NH2:5])[cH:6][cH:7][c:8]1[N+:9](=[O:10])[O-:11].[OH2:18]>>[CH3:1][c:2]1[c:3]([NH2:12])[c:4]([NH2:5])[cH:6][cH:7][c:8]1[N+:9](=[O:10])[O-:11]. The product is ethyl acetate hexanes, FC1=C(CN2N=C(C=C2C2=NC=CC=C2)C2=NC=C(C=C2)S(=O)(=O)C)C=CC=C1 (2-(1-(2-fluorobenzyl)-5-(pyridin-2-yl)-1H-pyrazol-3-yl)-5-(methylsulfonyl)pyridine). Solvent: CS(=O)C (DMSO). RXN SMILES: Br[C:2]1[CH:3]=[CH:4][C:5]([C:8]2[CH:12]=[C:11]([C:13]3[CH:18]=[CH:17][CH:16]=[CH:15][N:14]=3)[N:10]([CH2:19][C:20]3[CH:25]=[CH:24][CH:23]=[CH:22][C:21]=3[F:26])[N:9]=2)=[N:6][CH:7]=1.[CH3:27][S:28]([O-:30])=[O:29].[Na+].[NH4+].[Cl-].C([O-])(O)=O.[Na+]>CS(C)=O.[Cu]I>[F:26][C:21]1[CH:22]=[CH:23][CH:24]=[CH:25][C:20]=1[CH2:19][N:10]1[C:11]([C:13]2[CH:18]=[CH:17][CH:16]=[CH:15][N:14]=2)=[CH:12][C:8]([C:5]2[CH:4]=[CH:3][C:2]([S:28]([CH3:27])(=[O:30])=[O:29])=[CH:7][N:6]=2)=[N:9]1 |f:1.2,3.4,5.6|. Procedure details: A suspension of 5-bromo-2-(1-(2-fluorobenzyl)-5-(pyridin-2-yl)-1H-pyrazol-3-yl)pyridine, copper(I) iodide (3.0 eq.) and sodium methanesulfinate (3.0 eq.) in DMSO was warmed to 130° C. and stirred at that temperature until completion (by LC/MS analysis). Once complete (reaction time was typically 3-6 h), the reaction solution was cooled to rt and saturated solutions of NH4Cl and NaHCO3 (2:1 ratio) were added. The resultant mixture was stirred for 1 h and then extracted with EtOAc. The organic pha... Reaction conditions: temperature 130 celsius, time 4.5 hour. The reagents and catalysts are [Cu]I (copper(I) iodide). The reactants are [NH4+].[Cl-] (NH4Cl), C(=O)(O)[O-].[Na+] (NaHCO3), BrC=1C=CC(=NC1)C1=NN(C(=C1)C1=NC=CC=C1)CC1=C(C=CC=C1)F (5-bromo-2-(1-(2-fluorobenzyl)-5-(pyridin-2-yl)-1H-pyrazol-3-yl)pyridine), CS(=O)[O-].[Na+] (sodium methanesulfinate), resultant mixture. The yield is 61.0%. Starting materials: C(=O)(OCC)C1C(N(CCC1)C1=CC=CC=C1)=O (3-Carbethoxy-1-phenyl-2-piperidinone), [OH-].[Na+] (sodium hydroxide). The solvent is CO (methanol). Reaction conditions: time 11 hour. Yields the product C(=O)(O)C1C(N(CCC1)C1=CC=CC=C1)=O (3-Carboxy-1-phenyl-2-piperidinone). Reaction SMILES: [C:1]([CH:6]1[CH2:11][CH2:10][CH2:9][N:8]([C:12]2[CH:17]=[CH:16][CH:15]=[CH:14][CH:13]=2)[C:7]1=[O:18])([O:3]CC)=[O:2].[OH-].[Na+]>CO>[C:1]([CH:6]1[CH2:11][CH2:10][CH2:9][N:8]([C:12]2[CH:17]=[CH:16][CH:15]=[CH:14][CH:13]=2)[C:7]1=[O:18])([OH:3])=[O:2] |f:1.2|. Procedure details: The product from Step C (0.551 g, 2.56 mmol) was dissolved in methanol (3 mL) and 5% aqueous sodium hydroxide added (3 mL). After 11 h, methanol was removed in vacuo, and the residue partitioned between ethyl acetate and 10% aqueous HCl. The organic layer was washed with saturated brine, and dried over MgSO4. The title compound was obtained as a white solid. The reactants are C(C)(=O)O (acetic acid), C(C1=CC=CC=C1)OC1=CC=C(C2=C1NC(CO2)=O)C(C(O)OCC)=O (5-benzyloxy-8-(2-ethoxy-2-hydroxy-acetyl)-4H-benzo[1,4]oxazin-3-one), NC1(CC1)CCN1C(OC(C2=C1C=CC=C2)(C)C)=O (1-[2-(1-amino-cyclopropyl)-ethyl]-4,4-dimethyl-1,4-dihydro-benzo[d][1,3]oxazin-2-one), [BH4-].[Na+] (sodium borohydride). Solvent: C(C)O (ethanol). Run at temperature 50 celsius, time 30 minute. Product: C(C1=CC=CC=C1)OC1=CC=C(C2=C1NC(CO2)=O)C(CNC2(CC2)CCN2C(OC(C1=C2C=CC=C1)(C)C)=O)O (1-(2-{1-[2-(5-benzyloxy-3-oxo-3,4-dihydro-2H-benzo[1,4]oxazin-8-yl)-2-hydroxy-ethylamino]-cyclopropyl}-ethyl)-4,4-dimethyl-1,4-dihydro-benzo[d][1,3]oxazin-2-one). RXN SMILES: [CH2:1]([O:8][C:9]1[C:14]2[NH:15][C:16](=[O:19])[CH2:17][O:18][C:13]=2[C:12]([C:20](=[O:26])[CH:21](OCC)O)=[CH:11][CH:10]=1)[C:2]1[CH:7]=[CH:6][CH:5]=[CH:4][CH:3]=1.[NH2:27][C:28]1([CH2:31][CH2:32][N:33]2[C:38]3[CH:39]=[CH:40][CH:41]=[CH:42][C:37]=3[C:36]([CH3:44])([CH3:43])[O:35][C:34]2=[O:45])[CH2:30][CH2:29]1.[BH4-].[Na+].C(O)(=O)C>C(O)C>[CH2:1]([O:8][C:9]1[C:14]2[NH:15][C:16](=[O:19])[CH2:17][O:18][C:13]=2[C:12]([CH:20]([OH:26])[CH2:21][NH:27][C:28]2([CH2:31][CH2:32][N:33]3[C:38]4[CH:39]=[CH:40][CH:41]=[CH:42][C:37]=4[C:36]([CH3:43])([CH3:44])[O:35][C:34]3=[O:45])[CH2:30][CH2:29]2)=[CH:11][CH:10]=1)[C:2]1[CH:3]=[CH:4][CH:5]=[CH:6][CH:7]=1 |f:2.3|. Procedure details: 900 mg (2.5 mmol) 5-benzyloxy-8-(2-ethoxy-2-hydroxy-acetyl)-4H-benzo[1,4]oxazin-3-one and 700 mg (2.7 mmol) 1-[2-(1-amino-cyclopropyl)-ethyl]-4,4-dimethyl-1,4-dihydro-benzo[d][1,3]oxazin-2-one are dissolved in 20 mL ethanol and stirred in each case for 30 minutes at 80° C. and 50° C. The reaction mixture is cooled, combined with 200 mg (5.3 mmol) sodium borohydride and stirred for 2 hours at ambient temperature. Glacial acetic acid is added, the mixture is stirred for 10 minutes and evaporated d...